This data is from the Open Reaction Database (ORD), a public repository of structured organic reaction records. The task is: describe an organic reaction: reactants, conditions, products, and yield RXN SMILES: [CH2:1]([CH3:2])[CH:3]([C:4]([CH3:5])([CH3:6])[CH3:7])[NH:8][NH:9][C:10]([c:11]1[c:12]([CH3:18])[c:13]([CH3:17])[cH:14][cH:15][cH:16]1)=[O:19].[CH3:26][c:27]1[cH:28][c:29]([C:30](=[O:31])[Cl:32])[cH:33][c:34]([CH3:36])[cH:35]1.[Cl:37][CH2:38][Cl:39].[K+:20].[K+:21].[O-:22][C:23]([O-:24])=[O:25]>>[CH2:1]([CH3:2])[CH:3]([C:4]([CH3:5])([CH3:6])[CH3:7])[N:8]([NH:9][C:10]([c:11]1[c:12]([CH3:18])[c:13]([CH3:17])[cH:14][cH:15][cH:16]1)=[O:19])[C:30]([c:29]1[cH:28][c:27]([CH3:26])[cH:35][c:34]([CH3:36])[cH:33]1)=[O:31]. The reactants are CCC(NNC(=O)c1cccc(C)c1C)C(C)(C)C, Cc1cc(C)cc(C(=O)Cl)c1, ClCCl, [K+], [K+], O=C([O-])[O-]. Product: CCC(N(NC(=O)c1cccc(C)c1C)C(=O)c1cc(C)cc(C)c1)C(C)(C)C. Reactants: O=C([O-])[O-], CC(C)(C)OC(=O)NC1CCNCC1, Clc1cccc2ccc(-n3cnc4cc(OCCCN5CCOCC5)ccc43)nc12, [Cs+], [Cs+], CC(=O)[O-], CC(=O)[O-], [Pd+2]. Yields the product CC(C)(C)OC(=O)NC1CCN(c2cccc3ccc(-n4cnc5cc(OCCCN6CCOCC6)ccc54)nc23)CC1. Reaction SMILES: [C:31](=[O:32])([O-:33])[O-:34].[C:37]([CH3:38])([CH3:39])([CH3:40])[O:41][C:42]([NH:43][CH:44]1[CH2:45][CH2:46][NH:47][CH2:48][CH2:49]1)=[O:50].[Cl:1][c:2]1[cH:3][cH:4][cH:5][c:6]2[cH:7][cH:8][c:9](-[n:12]3[cH:13][n:14][c:15]4[c:16]3[cH:17][cH:18][c:19]([O:21][CH2:22][CH2:23][CH2:24][N:25]3[CH2:26][CH2:27][O:28][CH2:29][CH2:30]3)[cH:20]4)[n:10][c:11]12.[Cs+:35].[Cs+:36].[O-:52][C:53]([CH3:54])=[O:55].[O-:56][C:57]([CH3:58])=[O:59].[Pd+2:51]>>[c:2]1([N:47]2[CH2:46][CH2:45][CH:44]([NH:43][C:42]([O:41][C:37]([CH3:38])([CH3:39])[CH3:40])=[O:50])[CH2:49][CH2:48]2)[cH:3][cH:4][cH:5][c:6]2[cH:7][cH:8][c:9](-[n:12]3[cH:13][n:14][c:15]4[c:16]3[cH:17][cH:18][c:19]([O:21][CH2:22][CH2:23][CH2:24][N:25]3[CH2:26][CH2:27][O:28][CH2:29][CH2:30]3)[cH:20]4)[n:10][c:11]12. Reactants: BrC(C(=O)OCC)(C)C (ethyl 2-bromo-2-methylpropionate), C([O-])([O-])=O.[K+].[K+] (potassium carbonate), [OH-].[Na+] (sodium hydroxide), C(C)(=O)C1=CC=C(OC(C(=O)O)(C)C)C=C1 (2-(p-acetylphenoxy)-2-methylpropionic acid), BrC(C(=O)OCC)(C)C (ethyl 2-bromo-2-methylpropionate), ClC1(C(C1)C1=CC=C(OC(C(=O)OCC)(C)C)C=C1)Cl (ethyl 2-[p-(2,2-dichlorocyclopropyl)phenoxy]-2-methylpropionate). Solvent: C(C)#N (acetonitrile). Product: ClC1(C(C1)C1=CC=C(OC(C(=O)OC)(C)C)C=C1)Cl (methyl 2-[p-(2,2-dichlorocyclopropyl)phenoxy]-2-methylpropionate), ClC1(C(C1)C1=CC=C(OC(C(=O)O)(C)C)C=C1)Cl (2-[p-(2,2-dichlorocyclopropyl)phenoxy]-2-methylpropionic acid). RXN SMILES: C(C1C=CC(OC(C)(C)C(O)=O)=CC=1)(=O)C.BrC(C)(C)C(OCC)=O.C(=O)([O-])[O-].[K+].[K+].[Cl:32][C:33]1([Cl:51])[CH2:35][CH:34]1[C:36]1[CH:50]=[CH:49][C:39]([O:40][C:41]([CH3:48])([CH3:47])[C:42]([O:44][CH2:45]C)=[O:43])=[CH:38][CH:37]=1.[OH-].[Na+]>C(#N)C>[Cl:32][C:33]1([Cl:51])[CH2:35][CH:34]1[C:36]1[CH:50]=[CH:49][C:39]([O:40][C:41]([CH3:48])([CH3:47])[C:42]([O:44][CH3:45])=[O:43])=[CH:38][CH:37]=1.[Cl:32][C:33]1([Cl:51])[CH2:35][CH:34]1[C:36]1[CH:50]=[CH:49][C:39]([O:40][C:41]([CH3:48])([CH3:47])[C:42]([OH:44])=[O:43])=[CH:38][CH:37]=1 |f:2.3.4,6.7|. Procedure details: Alternatively, methyl 2-[p-(2,2-dichlorocyclopropyl)phenoxy]-2-methylpropionate was prepared from 20 g. of p-(2,2-dichlorocyclopropyl)phenol [Example 24, part (a)], 38 g. of ethyl 2-bromo-2-methylpropionate and 42 g. of potassium carbonate in 100 ml. of acetonitrile. The ethyl 2-bromo-2-methylpropionate was added in two equal portions, the second portion being added after seven hours of heating at reflux. The reaction mixture was heated at reflux for about three days and the product isolated to ... Reactants: BrCCCOC1=C(C=C(C=C1)CC(C(=O)O)OC)OC (3-[4-(3-Bromo-propoxy)-3-methoxy-phenyl]-2-methoxy-propionic acid), OC1=CC=C(C=C1)C(CC1=CC=CC=C1)=O (1-(4-Hydroxy-phenyl)-2-phenyl-ethanone). Product: COC(C(=O)O)CC1=CC(=C(C=C1)OCCCOC1=CC=C(C=C1)C(CC1=CC=CC=C1)=O)OC (2-Methoxy-3-{3-methoxy-4-[3-(4-phenylacetyl-phenoxy)-propoxy]-phenyl}-propionic acid). RXN SMILES: Br[CH2:2][CH2:3][CH2:4][O:5][C:6]1[CH:11]=[CH:10][C:9]([CH2:12][CH:13]([O:17][CH3:18])[C:14]([OH:16])=[O:15])=[CH:8][C:7]=1[O:19][CH3:20].[OH:21][C:22]1[CH:27]=[CH:26][C:25]([C:28](=[O:36])[CH2:29][C:30]2[CH:35]=[CH:34][CH:33]=[CH:32][CH:31]=2)=[CH:24][CH:23]=1>>[CH3:18][O:17][CH:13]([CH2:12][C:9]1[CH:10]=[CH:11][C:6]([O:5][CH2:4][CH2:3][CH2:2][O:21][C:22]2[CH:23]=[CH:24][C:25]([C:28](=[O:36])[CH2:29][C:30]3[CH:31]=[CH:32][CH:33]=[CH:34][CH:35]=3)=[CH:26][CH:27]=2)=[C:7]([O:19][CH3:20])[CH:8]=1)[C:14]([OH:16])=[O:15]. Procedure details: The title compound was prepared from 3-[4-(3-Bromo-propoxy)-3-methoxy-phenyl]-2-methoxy-propionic acid (Example 175, Step B) and 1-(4-Hydroxy-phenyl)-2-phenyl-ethanone following the Standard Procedure J. MS (ES) for C28H30O7 [M+H]+: 479. The reactants are C1CCNCC1, CC(=O)CC(C)=O, O=CO, CS(=O)(=O)c1ccc(C=O)cc1Cl, CN(C)C=O, O. Yields the product CC(=O)C(=Cc1ccc(S(C)(=O)=O)c(Cl)c1)C(C)=O. As a reaction SMILES: [CH2:14]1[CH2:15][CH2:16][NH:17][CH2:18][CH2:19]1.[CH3:23][C:24]([CH2:25][C:26]([CH3:27])=[O:28])=[O:29].[CH:20]([OH:21])=[O:22].[Cl:1][c:2]1[cH:3][c:4]([CH:5]=[O:6])[cH:7][cH:8][c:9]1[S:10](=[O:11])(=[O:12])[CH3:13].[O:30]=[CH:31][N:32]([CH3:33])[CH3:34].[OH2:35]>>[Cl:1][c:2]1[cH:3][c:4]([CH:5]=[C:25]([C:24]([CH3:23])=[O:29])[C:26]([CH3:27])=[O:28])[cH:7][cH:8][c:9]1[S:10](=[O:11])(=[O:12])[CH3:13]. Reactants: NC1=C(C=CC(=C1)CCCCCCCCCCCC)O (2-amino-4-dodecylphenol), C(C=1C(O)=CC=CC1)(=O)N (salicylamide). Reaction conditions: temperature 220 celsius. Yields the product OC1=C(C=CC=C1)C=1OC2=C(N1)C=C(C=C2)CCCCCCCCCCCC (2-(2-Hydroxyphenyl)-5-dodecylbenzoxazole). As a reaction SMILES: [NH2:1][C:2]1[CH:7]=[C:6]([CH2:8][CH2:9][CH2:10][CH2:11][CH2:12][CH2:13][CH2:14][CH2:15][CH2:16][CH2:17][CH2:18][CH3:19])[CH:5]=[CH:4][C:3]=1[OH:20].[C:21](N)(=O)[C:22]1[C:23](=[CH:25][CH:26]=[CH:27][CH:28]=1)[OH:24]>>[OH:24][C:23]1[CH:25]=[CH:26][CH:27]=[CH:28][C:22]=1[C:21]1[O:20][C:3]2[CH:4]=[CH:5][C:6]([CH2:8][CH2:9][CH2:10][CH2:11][CH2:12][CH2:13][CH2:14][CH2:15][CH2:16][CH2:17][CH2:18][CH3:19])=[CH:7][C:2]=2[N:1]=1. Procedure details: A three-neck flask fitted with a thermometer, mechanical stirrer and condenser with Dean-Stark trap was charged with 692.5 g. (2.5 moles) of 2-amino-4-dodecylphenol and 411 g. (3.0 moles) of salicylamide. The mixture was heated with stirring to 220° C. After 6 hours of heating, the collection of water in the Dean-Stark trap ceased. At that point, the reaction mixture was cooled to room temperature and about 3 liters of cyclohexane was added. The mixture was then filtered and the filtrate was str...